This data is from the Open Reaction Database (ORD), a public repository of structured organic reaction records. The task is: describe an organic reaction: reactants, conditions, products, and yield Reactants: C1(=CC=CC=C1)SC (thioanisole), FC(C(=O)O)(F)F (trifluoroacetic acid), OC=1C=C(C=CC1O)NS(=O)(=O)NC(=O)N1C([C@H](C1)NC(OCC1=CC=CC=C1)=O)=O ((S)-[1-[[[[(3,4-dihydroxyphenyl)amino]sulfonyl]amino]carbonyl]-2-oxo-3-azetidinyl]carbamic acid, phenylmethyl ester). Run at temperature 0 celsius, time 8 hour. Yields the product FC(C(=O)O)(F)F.N[C@@H]1C(N(C1)C(=O)NS(=O)(=O)NC1=CC(=C(C=C1)O)O)=O ((S)-Amino-N-[[(3,4-dihydroxyphenyl)amino]sulfonyl]-2-oxo-1-azetidinecarboxamide, trifluoroacetate salt). RXN SMILES: C1(SC)C=CC=CC=1.[OH:9][C:10]1[CH:11]=[C:12]([NH:17][S:18]([NH:21][C:22]([N:24]2[CH2:27][C@H:26]([NH:28]C(=O)OCC3C=CC=CC=3)[C:25]2=[O:39])=[O:23])(=[O:20])=[O:19])[CH:13]=[CH:14][C:15]=1[OH:16].[F:40][C:41]([F:46])([F:45])[C:42]([OH:44])=[O:43]>>[F:40][C:41]([F:46])([F:45])[C:42]([OH:44])=[O:43].[NH2:28][C@H:26]1[CH2:27][N:24]([C:22]([NH:21][S:18]([NH:17][C:12]2[CH:13]=[CH:14][C:15]([OH:16])=[C:10]([OH:9])[CH:11]=2)(=[O:20])=[O:19])=[O:23])[C:25]1=[O:39] |f:3.4|. Reported procedure: A mixture of 10 ml of thioanisole and 40 ml of trifluoroacetic acid was cooled to 0° C., and 8.36 g (20 mmol) of (S)-[1-[[[[(3,4-dihydroxyphenyl)amino]sulfonyl]amino]carbonyl]-2-oxo-3-azetidinyl]carbamic acid, phenylmethyl ester was added. The reaction mixture was stirred overnight at room temperature and the trifluoroacetic acid evaporated in vacuo. The oily residue was triturated with ether and the precipitate filtered off by suction. The crude product was washed with ether, dichloromethane an... The reactants are CCOCCO, COc1cc2ncc(C#N)c(Cl)c2cc1OC, Cl, Nc1ccc(O)cc1Cl, c1ccncc1. The product is COc1cc2ncc(C#N)c(Nc3ccc(O)cc3Cl)c2cc1OC. Reaction SMILES: [CH3:34][CH2:35][O:36][CH2:37][CH2:38][OH:39].[Cl:1][c:2]1[c:3]([C:16]#[N:17])[cH:4][n:5][c:6]2[cH:7][c:8]([O:14][CH3:15])[c:9]([O:12][CH3:13])[cH:10][c:11]12.[ClH:18].[NH2:25][c:26]1[c:27]([Cl:33])[cH:28][c:29]([OH:32])[cH:30][cH:31]1.[n:19]1[cH:20][cH:21][cH:22][cH:23][cH:24]1>>[c:2]1([NH:25][c:26]2[c:27]([Cl:33])[cH:28][c:29]([OH:32])[cH:30][cH:31]2)[c:3]([C:16]#[N:17])[cH:4][n:5][c:6]2[cH:7][c:8]([O:14][CH3:15])[c:9]([O:12][CH3:13])[cH:10][c:11]12. The reactants are ClC=1C2=C(C(=NC1C(N)=NO)C=1C=NC=C(C1)Cl)N(C(=N2)N2[C@H]1[C@H](OCC2)CCC1)C[C@@H]1CC[C@H](CC1)C (7-chloro-4-(5-chloropyridin-3-yl)-2-[(4aR,7aR)-hexahydrocyclopenta[b][1,4]oxazin-4(4aH)-yl]-N′-hydroxy-3-[(trans-4-methylcyclohexyl)methyl]-3H-imidazo[4,5-c]pyridine-6-carboximidamide), C(=O)(N1C=NC=C1)N1C=NC=C1 (1,1′-carbonyldiimidazole), N12CCCCCC2=NCCC1 (1,8-diazabicyclo[5.4.0]undec-7-ene). Solvent: C(C)#N (acetonitrile). Run at time 1 hour. Yields the product ClC=1C2=C(C(=NC1C1=NOC(N1)=O)C=1C=NC=C(C1)Cl)N(C(=N2)N2[C@H]1[C@H](OCC2)CCC1)C[C@@H]1CC[C@H](CC1)C (3-{7-chloro-4-(5-chloropyridin-3-yl)-2-[(4aR,7aR)-hexahydrocyclopenta[b][1,4]oxazin-4(4aH)-yl]-3-[(trans-4-methylcyclohexyl)methyl]-3H-imidazo[4,5-c]pyridin-6-yl}-1,2,4-oxadiazol-5(4H)-one). As a reaction SMILES: [Cl:1][C:2]1[C:3]2[N:21]=[C:20]([N:22]3[CH2:27][CH2:26][O:25][C@@H:24]4[CH2:28][CH2:29][CH2:30][C@@H:23]34)[N:19]([CH2:31][C@H:32]3[CH2:37][CH2:36][C@H:35]([CH3:38])[CH2:34][CH2:33]3)[C:4]=2[C:5]([C:12]2[CH:13]=[N:14][CH:15]=[C:16]([Cl:18])[CH:17]=2)=[N:6][C:7]=1[C:8](=[N:10][OH:11])[NH2:9].[C:39](N1C=CN=C1)(N1C=CN=C1)=[O:40].N12CCCN=C1CCCCC2>C(#N)C>[Cl:1][C:2]1[C:3]2[N:21]=[C:20]([N:22]3[CH2:27][CH2:26][O:25][C@@H:24]4[CH2:28][CH2:29][CH2:30][C@@H:23]34)[N:19]([CH2:31][C@H:32]3[CH2:33][CH2:34][C@H:35]([CH3:38])[CH2:36][CH2:37]3)[C:4]=2[C:5]([C:12]2[CH:13]=[N:14][CH:15]=[C:16]([Cl:18])[CH:17]=2)=[N:6][C:7]=1[C:8]1[NH:9][C:39](=[O:40])[O:11][N:10]=1. Procedure: To 7-chloro-4-(5-chloropyridin-3-yl)-2-[(4aR,7aR)-hexahydrocyclopenta[b][1,4]oxazin-4(4aH)-yl]-N′-hydroxy-3-[(trans-4-methylcyclohexyl)methyl]-3H-imidazo[4,5-c]pyridine-6-carboximidamide (33.3 mg, 0.06 mmol) in acetonitrile (2 mL) were added 1,1′-carbonyldiimidazole (19.3 mg, 0.119 mmol) and 1,8-diazabicyclo[5.4.0]undec-7-ene (0.036 mL, 0.238 mmol). The reaction was stirred at room temperature for 1 hour and then concentrated. The residue was purified by mass triggered reverse phase HPLC (C-18) ... RXN SMILES: [C:1]([OH:7])(=[O:6])[C:2]([CH3:5])([CH3:4])[CH3:3].S(=O)(=O)(O)O.S([O-])([O-])(=O)=O.[Mg+2].[CH2:19](O)[CH3:20]>>[C:1]([O:7][CH2:19][CH3:20])(=[O:6])[C:2]([CH3:5])([CH3:4])[CH3:3] |f:2.3|. Reported procedure: Absolute ethanol (1035 ml) was added to 306 grams of neopentanoic acid (Exxon) in a flask fitted with a heating mantle and a reflux condenser. To this mixture was slowly added 65 ml of concentrated sulfuric acid (Mallinckrodt). The mixture was then heated under reflux for three hours. Heating was discontinued and the hot mixture was extracted with 4 liters of a 10% sodium carbonate solution. The organic layer which separated was collected and dried overnight with magnesium sulfate. It was then f... Isolated yield 77.0%. Yields the product C(C(C)(C)C)(=O)OCC (ethyl pivalate). Reactants: C(C(C)(C)C)(=O)O (neopentanoic acid), C(C)O (ethanol), S(=O)(=O)([O-])[O-].[Mg+2] (magnesium sulfate), S(O)(O)(=O)=O (sulfuric acid). Starting materials: COC=1C=CC(=C(OC2=CC=C(C=C2)O)C1)CC1=CC(=CC=C1)OC (4-[5-methoxy-2-(3-methoxybenzyl)phenoxy]phenol), Cl.ClCCN1CCCCC1 (1-(2-chloroethyl)piperidine hydrochloride), COC=1C=CC(=C(OC2=CC=C(OCCN3CCCCC3)C=C2)C1)CC1=CC(=CC=C1)OC (1-{2-{4-[5-methoxy-2-(3-methoxybenzyl)phenoxy]phenoxy}ethyl}piperidine). Product: OC=1C=C(CC2=C(C=C(C=C2)O)OC2=CC=C(C=C2)OCCN2CCCCC2)C=CC1 (4-(3-Hydroxybenzyl)-3-[4-(2-piperidin-1-ylethoxy)phenoxy]phenol). Isolated yield 49.1%. Reaction SMILES: COC1C=CC(CC2C=CC=C(OC)C=2)=C(C=1)OC1C=CC(O)=CC=1.Cl.ClCCN1CCCCC1.C[O:37][C:38]1[CH:39]=[CH:40][C:41]([CH2:60][C:61]2[CH:66]=[CH:65][CH:64]=[C:63]([O:67]C)[CH:62]=2)=[C:42]([CH:59]=1)[O:43][C:44]1[CH:58]=[CH:57][C:47]([O:48][CH2:49][CH2:50][N:51]2[CH2:56][CH2:55][CH2:54][CH2:53][CH2:52]2)=[CH:46][CH:45]=1>>[OH:67][C:63]1[CH:62]=[C:61]([CH:66]=[CH:65][CH:64]=1)[CH2:60][C:41]1[CH:40]=[CH:39][C:38]([OH:37])=[CH:59][C:42]=1[O:43][C:44]1[CH:45]=[CH:46][C:47]([O:48][CH2:49][CH2:50][N:51]2[CH2:52][CH2:53][CH2:54][CH2:55][CH2:56]2)=[CH:57][CH:58]=1 |f:1.2|. Procedure details: Synthesized from 4-[5-methoxy-2-(3-methoxybenzyl)phenoxy]phenol and 1-(2-chloroethyl)piperidine hydrochloride according to an analogous synthetic method to Preparation Example 40, 1-{2-{4-[5-methoxy-2-(3-methoxybenzyl)phenoxy]phenoxy}ethyl}piperidine (228 mg) was used according to an analogous synthetic method to Example 364 to provide the title compound (105 mg). Reactants: CS(=O)(=O)C1=CC(=CC(=C1)[N+](=O)[O-])S(=O)(=O)C (1,3-bis(methylsulfonyl)-5-nitrobenzene). The reagents and catalysts are [Pd] (palladium on charcoal). Solvent: CO (methanol). Conditions: time 1 hour. Yields the product CS(=O)(=O)C=1C=C(C=C(C1)S(=O)(=O)C)N (3,5-bis(methylsulfonyl)phenylamine), hydrochloride salt. Reaction SMILES: [CH3:1][S:2]([C:5]1[CH:10]=[C:9]([N+:11]([O-])=O)[CH:8]=[C:7]([S:14]([CH3:17])(=[O:16])=[O:15])[CH:6]=1)(=[O:4])=[O:3]>CO.[Pd]>[CH3:17][S:14]([C:7]1[CH:8]=[C:9]([NH2:11])[CH:10]=[C:5]([S:2]([CH3:1])(=[O:4])=[O:3])[CH:6]=1)(=[O:16])=[O:15]. Procedure: To a slurry of 1,3-bis(methylsulfonyl)-5-nitrobenzene (0.7 g) in methanol (10 mL) was added palladium on charcoal (0.1 g) and the mixture was hydrogenated at atmospheric pressure and 25° C. for 1 hour. The reaction mixture was filtered and evaporated. The residue was suspended in ethyl acetate (25 mL) and HCl in ethyl acetate (5 mL, appr. 2M) was added. Filtration afforded the desired aniline as its hydrochloride salt, which was converted into an isocyanate using diphosgene as described previous... Reactants: NC=1C=C(C(=O)O)C=C(C1)Cl (3-amino-5-chloro-benzoic acid), S(=O)(Cl)Cl (thionyl chloride), CO (methanol). Yields the product COC(C1=CC(=CC(=C1)Cl)N)=O (3-amino-5-chloro-benzoic acid methyl ester). As a reaction SMILES: [NH2:1][C:2]1[CH:3]=[C:4]([CH:8]=[C:9]([Cl:11])[CH:10]=1)[C:5]([OH:7])=[O:6].S(Cl)(Cl)=O.[CH3:16]O>>[CH3:16][O:6][C:5](=[O:7])[C:4]1[CH:8]=[C:9]([Cl:11])[CH:10]=[C:2]([NH2:1])[CH:3]=1. Reported procedure: To a stirred solution of 3-amino-5-chloro-benzoic acid (50 g, 291 mmol) in methanol (300 mL) was added thionyl chloride (45 mL, 605 mmol) dropewise at 0° C. Then the mixture solution was refluxed for 12 hours before cooling to room temperature. Then the reaction mixture was concentrated in vacuo and the residue was dissolved in ethyl acetate (500 mL), washed with saturated aqueous sodium bicarbonate solution (3×100 mL), dried over anhydrous sodium sulfate and concentrated in vacuo to afford 3-am... The reactants are BrC=1C=C2C(=CNC2=CC1)CC(=O)NC1=C(C(=O)O)C=CC(=C1)C (2-{[(5-bromo-1H-indol-3-yl)acetyl]amino}-4-methylbenzoic acid), product, S1C(=CC=C1)B(O)O (thiophene-2-boronic acid). The reagents and catalysts are C=1C=CC(=CC1)[P](C=2C=CC=CC2)(C=3C=CC=CC3)[Pd]([P](C=4C=CC=CC4)(C=5C=CC=CC5)C=6C=CC=CC6)([P](C=7C=CC=CC7)(C=8C=CC=CC8)C=9C=CC=CC9)[P](C=1C=CC=CC1)(C=1C=CC=CC1)C=1C=CC=CC1 (tetrakis(triphenylphosphine)palladium(0)). Solvent: C([O-])([O-])=O.[Na+].[Na+] (sodium carbonate), C(OC)COC (dimethoxyethane). The product is S1C(=CC=C1)C=1C=C2C(=CNC2=CC1)CC(=O)NC1=C(C(=O)O)C=CC(=C1)C (2-{[(5-(thiophen-2-yl)-1H-indol-3-yl)acety]amino}-4-methylbenzoic acid). Yield: 4.1%. Reaction SMILES: Br[C:2]1[CH:3]=[C:4]2[C:8](=[CH:9][CH:10]=1)[NH:7][CH:6]=[C:5]2[CH2:11][C:12]([NH:14][C:15]1[CH:23]=[C:22]([CH3:24])[CH:21]=[CH:20][C:16]=1[C:17]([OH:19])=[O:18])=[O:13].[S:25]1[CH:29]=[CH:28][CH:27]=[C:26]1B(O)O>C(=O)([O-])[O-].[Na+].[Na+].C(COC)OC.C1C=CC([P]([Pd]([P](C2C=CC=CC=2)(C2C=CC=CC=2)C2C=CC=CC=2)([P](C2C=CC=CC=2)(C2C=CC=CC=2)C2C=CC=CC=2)[P](C2C=CC=CC=2)(C2C=CC=CC=2)C2C=CC=CC=2)(C2C=CC=CC=2)C2C=CC=CC=2)=CC=1>[S:25]1[CH:29]=[CH:28][CH:27]=[C:26]1[C:2]1[CH:3]=[C:4]2[C:8](=[CH:9][CH:10]=1)[NH:7][CH:6]=[C:5]2[CH2:11][C:12]([NH:14][C:15]1[CH:23]=[C:22]([CH3:24])[CH:21]=[CH:20][C:16]=1[C:17]([OH:19])=[O:18])=[O:13] |f:2.3.4,^1:48,50,69,88|. Reported procedure: 2-{[(5-bromo-1H-indol-3-yl)acetyl]amino}-4-methylbenzoic acid (product of example 6, 48 mg), thiophene-2-boronic acid (17 mg), tetrakis(triphenylphosphine)palladium(0) (12 mg) was heated in a mixture of 2M sodium carbonate solution (0.5 ml) and dimethoxyethane (0.5 ml) for 18 h at 80° C. The mixture was concentrated and diluted with DCM, then washed with 2N HCl for 1 hr. The solvent was reduced and the residue purified by mass-directed automated HPLC to give the title compound (2 mg). MH+391. Yields the product CN1CCN(C(=O)c2ccc(Nc3nc(Cl)ccc3C(N)=O)cc2)CC1. As a reaction SMILES: [C:1]([NH2:2])(=[O:3])[c:4]1[c:5]([NH:11][c:12]2[cH:13][cH:14][c:15]([C:16](=[O:17])[OH:18])[cH:19][cH:20]2)[n:6][c:7]([Cl:10])[cH:8][cH:9]1.[CH2:38]([Cl:39])[CH2:40][Cl:41].[CH3:21][N:22]1[CH2:23][CH2:24][NH:25][CH2:26][CH2:27]1.[O:42]=[CH:43][N:44]([CH3:45])[CH3:46].[OH2:47].[OH:28][n:29]1[c:30]2[c:31]([cH:32][cH:33][cH:34][cH:35]2)[n:36][n:37]1>>[C:1]([NH2:2])(=[O:3])[c:4]1[c:5]([NH:11][c:12]2[cH:13][cH:14][c:15]([C:16](=[O:18])[N:25]3[CH2:24][CH2:23][N:22]([CH3:21])[CH2:27][CH2:26]3)[cH:19][cH:20]2)[n:6][c:7]([Cl:10])[cH:8][cH:9]1. Reactants: NC(=O)c1ccc(Cl)nc1Nc1ccc(C(=O)O)cc1, ClCCCl, CN1CCNCC1, CN(C)C=O, O, On1nnc2ccccc21.